The task is: describe an organic reaction: reactants, conditions, products, and yield. This data is from the Open Reaction Database (ORD), a public repository of structured organic reaction records. The reactants are C(C)(=O)Cl (acetylchloride), ClC=1C=C(C=CC1F)NC=1C2=C(N=C(N1)Cl)CNC(=N2)Cl ((3-chloro-4-fluorophenyl)-(2,6-dichloro-7,8-dihydropyrimido[5,4-d]pyrimidin-4-yl)amine), C(C)N(C(C)C)C(C)C (N-ethyldiisopropylamine). Solvent: C(C)(=O)OCC (ethyl acetate). Conditions: time 90 minute. Product: ClC=1N(CC2=C(N1)C(=NC(=N2)Cl)NC2=CC(=C(C=C2)F)Cl)C(C)=O (1-[2,6-Dichloro-8-(3-chloro-4-fluorophenylamino)-4H-pyrimido[5,4-d]pyrimidin-3-yl]ethanone). Reaction SMILES: [C:1](Cl)(=[O:3])[CH3:2].[Cl:5][C:6]1[CH:7]=[C:8]([NH:13][C:14]2[C:15]3[N:24]=[C:23]([Cl:25])[NH:22][CH2:21][C:16]=3[N:17]=[C:18]([Cl:20])[N:19]=2)[CH:9]=[CH:10][C:11]=1[F:12].C(N(C(C)C)C(C)C)C>C(OCC)(=O)C>[Cl:25][C:23]1[N:22]([C:1](=[O:3])[CH3:2])[CH2:21][C:16]2[N:17]=[C:18]([Cl:20])[N:19]=[C:14]([NH:13][C:8]3[CH:9]=[CH:10][C:11]([F:12])=[C:6]([Cl:5])[CH:7]=3)[C:15]=2[N:24]=1. Reported procedure: At 10° C., 56.4 ml (0.789 mol) of acetylchloride are added dropwise to a suspension of 210.6 g (0.608 mol) of (2) and 176 ml of N-ethyldiisopropylamine (0.95 mol) in 2.1 l of ethyl acetate. The mixture is stirred for 90 minutes at ambient temperature and then washed 3 times with 700 ml of water at 60° C. The organic phase is evaporated down and combined with 590 ml of ethanol. The mixture is briefly brought to boiling point, cooled to 0-5° C. and stirred at this temperature for 30 minutes. The p... The reactants are CC[S-], COc1ccc2ccc(C=C3C4CC5CC(C4)CC3(OC)C5)cc2c1, [Na+], CN(C)C=O, Oc1cccc2ccccc12. Product: COC12CC3CC(CC(C3)C1=Cc1ccc3ccc(OC(C)=O)cc3c1)C2. As a reaction SMILES: [CH2:37]([CH3:38])[S-:39].[CH3:1][O:2][C:3]12[C:4](=[CH:13][c:14]3[cH:15][c:16]4[cH:17][c:18]([O:24][CH3:25])[cH:19][cH:20][c:21]4[cH:22][cH:23]3)[CH:5]3[CH2:6][CH:7]([CH2:8][CH:9]([CH2:10]1)[CH2:11]3)[CH2:12]2.[Na+:40].[O:41]=[CH:42][N:43]([CH3:44])[CH3:45].[c:26]1([OH:36])[c:27]2[c:28]([cH:29][cH:30][cH:31][cH:32]2)[cH:33][cH:34][cH:35]1>>[CH3:1][O:2][C:3]12[C:4](=[CH:13][c:14]3[cH:15][c:16]4[cH:17][c:18]([O:24][C:37](=[O:36])[CH3:38])[cH:19][cH:20][c:21]4[cH:22][cH:23]3)[CH:5]3[CH2:6][CH:7]([CH2:8][CH:9]([CH2:10]1)[CH2:11]3)[CH2:12]2. The reactants are CN(CC#CCCCN)C (6-dimethylaminohex-4-ynylamine), COC1=NS(N=C1OC)(=O)=O (3,4-dimethoxy-1,2,5-thiadiazole-1,1-dioxide), C(C=C)N (allylamine). Product: C(C=C)NC1=NS(N=C1NCCCC#CCN(C)C)(=O)=O (3-Allylamino-4-[6-dimethylaminohex-4-ynylamino]-1,2,5-thiadiazole-1,1-dioxide). RXN SMILES: [CH3:1][N:2]([CH3:10])[CH2:3][C:4]#[C:5][CH2:6][CH2:7][CH2:8][NH2:9].CO[C:13]1[C:17](OC)=[N:16][S:15](=[O:21])(=[O:20])[N:14]=1.[CH2:22]([NH2:25])[CH:23]=[CH2:24]>>[CH2:22]([NH:25][C:13]1[C:17]([NH:9][CH2:8][CH2:7][CH2:6][C:5]#[C:4][CH2:3][N:2]([CH3:10])[CH3:1])=[N:16][S:15](=[O:21])(=[O:20])[N:14]=1)[CH:23]=[CH2:24]. Procedure: In a manner similar to Example 1, reaction of 6-dimethylaminohex-4-ynylamine and 3,4-dimethoxy-1,2,5-thiadiazole-1,1-dioxide followed by treatment with allylamine gives the title compound. Reactants: FC=1C(=C2C=3N(C(CO2)=C)C=C(C(C3C1)=O)C(=O)O)F (9,10-difluoro-3-methylene-7-oxo-2,3-dihydro-7H-pyrido(1,2,3-de)-1,4-benzoxazine-6-carboxylic acid), C(C)(C)(C)OC(=O)NC1CNCC1 (3-tertiary-butoxycarbonylaminopyrrolidine). The solvent is CS(=O)C (dimethyl sulfoxide). The product is C(C)(C)(C)OC(=O)NC1CN(CC1)C=1C(=CC2=C3N(C(COC31)=C)C=C(C2=O)C(=O)O)F (10-(3-tertiary-butoxycarbonylamino-1-pyrrolidinyl)-9-fluoro-3-methylene-7-oxo-2,3-dihydro-7H-pyrido(1,2,3-de)-1,4-benzoxazine-6-carboxylic acid). Isolated yield 60.3%. RXN SMILES: [F:1][C:2]1[C:3](F)=[C:4]2[O:9][CH2:8][C:7](=[CH2:10])[N:6]3[CH:11]=[C:12]([C:17]([OH:19])=[O:18])[C:13](=[O:16])[C:14]([CH:15]=1)=[C:5]23.[C:21]([O:25][C:26]([NH:28][CH:29]1[CH2:33][CH2:32][NH:31][CH2:30]1)=[O:27])([CH3:24])([CH3:23])[CH3:22]>CS(C)=O>[C:21]([O:25][C:26]([NH:28][CH:29]1[CH2:33][CH2:32][N:31]([C:3]2[C:2]([F:1])=[CH:15][C:14]3[C:13](=[O:16])[C:12]([C:17]([OH:19])=[O:18])=[CH:11][N:6]4[C:7](=[CH2:10])[CH2:8][O:9][C:4]=2[C:5]=34)[CH2:30]1)=[O:27])([CH3:24])([CH3:22])[CH3:23]. Procedure: 130 mg of 9,10-difluoro-3-methylene-7-oxo-2,3-dihydro-7H-pyrido(1,2,3-de)-1,4-benzoxazine-6-carboxylic acid and 300 mg of 3-tertiary-butoxycarbonylaminopyrrolidine were added to 3 ml of dimethyl sulfoxide and the mixture was allowed to react for 3 hours at 100°-110° C. (bath temperature). The solvent was distilled off in vacuo. The residue was washed with diethyl ether and purified by silica gel column chromatography and then recrystallized from benzene to give 125 mg of 10-(3-tertiary-butoxycar... Reactants: OC1=CC=C(C=C1)CCCC(=O)O (4-(4-hydroxyphenyl)butyric acid), C([O-])(O)=O.[Na+] (sodium bicarbonate), IC (iodomethane). Run in O (water), CN(C)C=O (DMF). Reaction conditions: time 5 hour. Yields the product OC1=CC=C(C=C1)CCCC(=O)OC (methyl 4(4-hydroxyphenyl)butyrate). The yield is 74.4%. Reaction SMILES: [OH:1][C:2]1[CH:7]=[CH:6][C:5]([CH2:8][CH2:9][CH2:10][C:11]([OH:13])=[O:12])=[CH:4][CH:3]=1.[C:14](=O)(O)[O-].[Na+].IC>CN(C=O)C.O>[OH:1][C:2]1[CH:3]=[CH:4][C:5]([CH2:8][CH2:9][CH2:10][C:11]([O:13][CH3:14])=[O:12])=[CH:6][CH:7]=1 |f:1.2|. Procedure: To a solution of 0.69 g of 4-(4-hydroxyphenyl)butyric acid in 10 mL of DMF was added 0.956 g of sodium bicarbonate followed by 0.36 mL of iodomethane and the resulting mixture was stirred at room temperature for 5 h. The reaction was then diluted with water, extracted with ether, dried over MgSO4, filtered and concentrated in vacuo to provide 0.553 g of methyl 4(4-hydroxyphenyl)butyrate. Reactants: FC(S(=O)(=O)OC[C@@H](CF)C)(F)F ((S)-3-Fluoro-2-methylpropyl trifluoromethanesulfonate), CC1(CC2=C(NC3=CC=CC=C23)C(N1)C1=CC=C(C=C1)/C=C/C(=O)OC)C ((E)-methyl 3-(4-(3,3-dimethyl-2,3,4,9-tetrahydro-1H-pyrido[3,4-b]indol-1-yl)phenyl)acrylate), N-ethyl-N-isopropylpropan-2. Solvent: O1CCOCC1 (1,4-dioxane). Reaction conditions: temperature 22 celsius, time 3 day. The product is FC[C@H](CN1C(C=2NC3=CC=CC=C3C2CC1(C)C)C1=CC=C(C=C1)/C=C/C(=O)OC)C ((E)-methyl 3-(4-(2-((S)-3-fluoro-2-methylpropyl)-3,3-dimethyl-2,3,4,9-tetrahydro-1H-pyrido[3,4-b]indol-1-yl)phenyl)acrylate). Isolated yield 69.0%. RXN SMILES: FC(F)(F)S(O[CH2:7][C@H:8]([CH3:11])[CH2:9][F:10])(=O)=O.[CH3:14][C:15]1([CH3:40])[NH:27][CH:26]([C:28]2[CH:33]=[CH:32][C:31](/[CH:34]=[CH:35]/[C:36]([O:38][CH3:39])=[O:37])=[CH:30][CH:29]=2)[C:18]2[NH:19][C:20]3[C:25]([C:17]=2[CH2:16]1)=[CH:24][CH:23]=[CH:22][CH:21]=3>O1CCOCC1>[F:10][CH2:9][C@@H:8]([CH3:11])[CH2:7][N:27]1[C:15]([CH3:40])([CH3:14])[CH2:16][C:17]2[C:25]3[C:20](=[CH:21][CH:22]=[CH:23][CH:24]=3)[NH:19][C:18]=2[CH:26]1[C:28]1[CH:29]=[CH:30][C:31](/[CH:34]=[CH:35]/[C:36]([O:38][CH3:39])=[O:37])=[CH:32][CH:33]=1. Procedure details: (S)-3-Fluoro-2-methylpropyl trifluoromethanesulfonate (obtained as described in Example 3, preparation of starting materials) (5.32 g, 21.36 mmol) was added to a solution of (E)-methyl 3-(4-(3,3-dimethyl-2,3,4,9-tetrahydro-1H-pyrido[3,4-b]indol-1-yl)phenyl)acrylate (isomer 1) (3.5 g, 9.71 mmol) and N-ethyl-N-isopropylpropan-2-mine (6.34 ml, 36.41 mmol) in 1,4-dioxane (17.5 ml). The mixture was stirred at 22° C. for 3 days. The mixture was evaporated and the residue was partitioned between DCM (1...